Task: describe an organic reaction: reactants, conditions, products, and yield. Dataset: the Open Reaction Database (ORD), a public repository of structured organic reaction records Yields the product ClC1=CC=C2C(=C(NC2=C1)C(=O)O)[N+](=O)[O-] (6-chloro-3-nitroindole-2-carboxylic acid). Run in C(C)(=O)OC(C)=O (acetic anhydride). Reaction SMILES: [N+:1]([O-:4])(O)=[O:2].[Cl:5][C:6]1[CH:14]=[C:13]2[C:9]([CH:10]=[C:11]([C:15]([OH:17])=[O:16])[NH:12]2)=[CH:8][CH:7]=1>C(OC(=O)C)(=O)C>[Cl:5][C:6]1[CH:14]=[C:13]2[C:9]([C:10]([N+:1]([O-:4])=[O:2])=[C:11]([C:15]([OH:17])=[O:16])[NH:12]2)=[CH:8][CH:7]=1. Reported procedure: To an ice-cooled soluton of acetic anhydride (90 ml) and concentrated nitric acid (70%, 10.3 ml) was added 6-chloroindole-2-carboxylic acid (H. W. Ridon and J. C. Tweddle, J. Chem.Soc., 1955, 3499: 18.16 g, 92.84 mmol) portion wise over 20 min. The mixture was stirred for 2 h at 0° C. and the resulting precipitates collected by filtration and washed with a mixture of dichloromethane/hexane (1:1) to give 12.6 g (56%) of the title compound as a yellow solid. 1H-NMR (DMSO-d6) δ: 13.41(1H, br s), 8.... The yield is 56.0%. Run at temperature 0 celsius, time 2 hour. Starting materials: ice, [N+](=O)(O)[O-] (nitric acid), ClC1=CC=C2C=C(NC2=C1)C(=O)O (6-chloroindole-2-carboxylic acid). Starting materials: [Si](C)(C)(C(C)(C)C)OC(CCCCCCC1=CC=CC=C1)C=1OC(=CN1)C1=C(C(=O)OC)C=CC=N1 (methyl 2-(2-(1-(tert-butyldimethylsilyloxy)-7-phenylheptyl)oxazol-5-yl)nicotinate). The solvent is CCOC(=O)C (EtOAc). The product is C1(=CC=CC=C1)CCCCCCC(=O)C=1OC(=CN1)C1=C(C(=O)OC)C=CC=N1 (Methyl 2-(2-(7-phenylheptanoyl)oxazol-5-yl)nicotinate). Yield: 73.4%. As a reaction SMILES: [Si]([O:8][CH:9]([C:22]1[O:23][C:24]([C:27]2[N:36]=[CH:35][CH:34]=[CH:33][C:28]=2[C:29]([O:31][CH3:32])=[O:30])=[CH:25][N:26]=1)[CH2:10][CH2:11][CH2:12][CH2:13][CH2:14][CH2:15][C:16]1[CH:21]=[CH:20][CH:19]=[CH:18][CH:17]=1)(C(C)(C)C)(C)C>CCOC(C)=O>[C:16]1([CH2:15][CH2:14][CH2:13][CH2:12][CH2:11][CH2:10][C:9]([C:22]2[O:23][C:24]([C:27]3[N:36]=[CH:35][CH:34]=[CH:33][C:28]=3[C:29]([O:31][CH3:32])=[O:30])=[CH:25][N:26]=2)=[O:8])[CH:21]=[CH:20][CH:19]=[CH:18][CH:17]=1. Procedure details: The title compound was prepared from methyl 2-(2-(1-(tert-butyldimethylsilyloxy)-7-phenylheptyl)oxazol-5-yl)nicotinate (30 mg, 0.059 mmol) following General Procedure C. Flash chromatography (10-30% EtOAc) yielded the title compound as a white solid (17 mg, 73%): 1H NMR (CDCl3, 500 MHz) δ 8.85-8.84 (m, 1H), 8.10 (dd, 1H, J=8.0, 1.5 Hz), 7.94 (s, 1H), 7.49-7.47 (m, 1H), 7.36-7.33 (m, 2H), 7.26-7.25 (m, 3H), 4.07 (s, 3H), 3.17 (t, 2H, J=7.0 Hz), 2.69 (t, 2H, J=7.5 Hz), 1.88-1.82 (m, 2H), 1.75-1.69... Starting materials: [H-].[Na+] (sodium hydride), FC1=CC=C(C=C1)C(C#N)N(C)C (2-(4-fluorophenyl)-2-(N,N-dimethylamino)acetonitrile), FC(C1=CC=C(CCl)C=C1)(F)F (4-(trifluoromethyl)benzyl chloride), N#N (N2), N#N (N2), ice water, N#N (N2). Run in CN(C=O)C (dimethylformamide), O (water). Product: FC1=CC=C(C=C1)C(=CC1=CC=C(C=C1)C(F)(F)F)N(C)C (1-(4-fluorophenyl)-2-(4-trifluoromethylphenyl)-N,N-dimethylethenylamine). The yield is 88.3%. RXN SMILES: N#N.[H-].[Na+].[F:5][C:6]1[CH:11]=[CH:10][C:9]([CH:12]([N:15]([CH3:17])[CH3:16])[C:13]#N)=[CH:8][CH:7]=1.[F:18][C:19]([F:29])([F:28])[C:20]1[CH:27]=[CH:26][C:23](CCl)=[CH:22][CH:21]=1>O.CN(C)C=O>[F:5][C:6]1[CH:11]=[CH:10][C:9]([C:12]([N:15]([CH3:17])[CH3:16])=[CH:13][C:23]2[CH:26]=[CH:27][C:20]([C:19]([F:29])([F:28])[F:18])=[CH:21][CH:22]=2)=[CH:8][CH:7]=1 |f:1.2|. Reported procedure: Into a 200 ml four-necked flask equipped with a thermometer, a stirrer, a dropping funnel and a N2 gas supply tube, a N2 gas was introduced so that the interior of the flask became a N2 atmosphere. 40 ml of dimethylformamide and 2.4 g (61.6 mmol) of sodium hydride (62% oil suspension) were charged, and a solution comprising 10 g (56 mmol) of 2-(4-fluorophenyl)-2-(N,N-dimethylamino)acetonitrile and 10.9 g (56 mmol) of 4-(trifluoromethyl)benzyl chloride, was dropwise added over a period of one hou... The reactants are CN=C=S (methyl isothiocyanate), CC1=C(OCC=2NCCN2)C=CC=C1C (2-(2,3-dimethylphenoxymethyl)-2-imidazoline). The solvent is C(Cl)(Cl)Cl (chloroform), C(Cl)(Cl)Cl (chloroform). Product: CC1=C(OCC=2N(CCN2)C(NC)=S)C=CC=C1C (2-(2,3-dimethylphenoxymethyl)-1-N-methylthiocarbamoyl-2-imidazoline). As a reaction SMILES: [CH3:1][N:2]=[C:3]=[S:4].[CH3:5][C:6]1[C:18]([CH3:19])=[CH:17][CH:16]=[CH:15][C:7]=1[O:8][CH2:9][C:10]1[NH:11][CH2:12][CH2:13][N:14]=1>C(Cl)(Cl)Cl>[CH3:5][C:6]1[C:18]([CH3:19])=[CH:17][CH:16]=[CH:15][C:7]=1[O:8][CH2:9][C:10]1[N:14]([C:3](=[S:4])[NH:2][CH3:1])[CH2:13][CH2:12][N:11]=1. Reported procedure: A solution of methyl isothiocyanate (1.46 g; 0.20 mole) in chloroform (10 ml) was added dropwise during 10 minutes, to a stirred solution of 2-(2,3-dimethylphenoxymethyl)-2-imidazoline (4.08 g; 0.020 moles) prepared as in Example 1--in chloroform (50 ml) cooling to keep the reaction below 5° C. The reaction mixture was then allowed to warm to room temperature and finally refluxed for 5 hours. Chloroform was then evaporated in vacuo and the residue recrystallised from isopropanol to yield white c... Starting materials: C1(=CC=CC=C1)P(C1=CC=CC=C1)C1=CC=CC=C1 (triphenylphosphine), O[C@@H]1C[C@H](CCC1)N1C(C2=CC=CC=C2C1=O)=O (trans-2-(3-hydroxycyclohexyl)-1H-isoindole-1,3(2H)-dione), C(CC)OC1=C2C=NN(C2=CC=C1OC1OCCCC1)C1OCCCC1 (4-propoxy-1-tetrahydro-2H-pyran-2-yl-5-(tetrahydro-2H-pyran-2-yloxy)-1H-indazole), N(=NC(=O)OC(C)C)C(=O)OC(C)C (diisopropyl azodicarboxylate), C(CC)OC1=C2C=NNC2=CC=C1O (4-propoxy-1H-indazol-5-ol), CN.C(C)O (methylamine ethanol). Run in O1CCCC1 (tetrahydrofuran). Conditions: time 30 minute. Product: C(CC)OC1=C2C=NNC2=CC=C1O[C@H]1C[C@H](CCC1)N (cis-3-[(4-propoxy-1H-indazol-5-yl)oxy]cyclohexanamine). Isolated yield 54.7%. As a reaction SMILES: C1(P(C2C=CC=CC=2)C2C=CC=CC=2)C=CC=CC=1.O[C@H:21]1[CH2:26][CH2:25][CH2:24][C@H:23]([N:27]2C(=O)C3C(=CC=CC=3)C2=O)[CH2:22]1.C(OC1C(OC2CCCCO2)=CC=C2C=1C=NN2C1CCCCO1)CC.N(C(OC(C)C)=O)=NC(OC(C)C)=O.[CH2:78]([O:81][C:82]1[C:90]([OH:91])=[CH:89][CH:88]=[C:87]2[C:83]=1[CH:84]=[N:85][NH:86]2)[CH2:79][CH3:80].CN.C(O)C>O1CCCC1>[CH2:78]([O:81][C:82]1[C:90]([O:91][C@@H:21]2[CH2:26][CH2:25][CH2:24][C@H:23]([NH2:27])[CH2:22]2)=[CH:89][CH:88]=[C:87]2[C:83]=1[CH:84]=[N:85][NH:86]2)[CH2:79][CH3:80] |f:5.6|. Reported procedure: Under a nitrogen atmosphere, triphenylphosphine (164 mg, 0.624 mmol), the trans-2-(3-hydroxycyclohexyl)-1H-isoindole-1,3(2H)-dione (128 mg, 0.520 mmol) obtained in Example 385, (b) and diisopropyl azodicarboxylate (113 μl, 0.572 mmol) were added at 0° C. to a solution of the 4-propoxy-1H-indazol-5-ol (100 mg, 0.520 mmol) obtained in Example 634 in tetrahydrofuran (4 ml). After 30 minutes, the resulting mixture was heated to room temperature and stirred overnight. The reaction solution was concen... Reactants: Cn1c(Cl)nc2nc(Cl)nc(Cl)c21, Cl, [Na], CN(C)C=O, NS(=O)(=O)c1ccccc1. Product: Cn1c(NS(=O)(=O)c2ccccc2)nc2nc(Cl)nc(Cl)c21. RXN SMILES: [CH3:12][n:13]1[c:14]([Cl:24])[n:15][c:16]2[n:17][c:18]([Cl:23])[n:19][c:20]([Cl:22])[c:21]12.[ClH:25].[Na:1].[O:26]=[CH:27][N:28]([CH3:29])[CH3:30].[c:2]1([S:8](=[O:9])(=[O:10])[NH2:11])[cH:3][cH:4][cH:5][cH:6][cH:7]1>>[c:2]1([S:8](=[O:9])(=[O:10])[NH:11][c:14]2[n:13]([CH3:12])[c:21]3[c:16]([n:15]2)[n:17][c:18]([Cl:23])[n:19][c:20]3[Cl:22])[cH:3][cH:4][cH:5][cH:6][cH:7]1.